This data is from the Open Reaction Database (ORD), a public repository of structured organic reaction records. The task is: describe an organic reaction: reactants, conditions, products, and yield The reactants are O1CCOC12CCC(CC2)=O (1,4-dioxa-spiro[4.5]decan-8-one), [BH4-].[Na+] (sodium borohydride), P(=O)([O-])([O-])[O-] (phosphate), C(C)OCC (diethyl ether). Solvent: C(C)O (ethanol). Conditions: time 8 hour. Yields the product O1CCOC12CCC(CC2)O (1,4-dioxa-spiro[4.5]decan-8-ol). The yield is 97.3%. Reaction SMILES: [O:1]1[C:5]2([CH2:10][CH2:9][C:8](=[O:11])[CH2:7][CH2:6]2)[O:4][CH2:3][CH2:2]1.[BH4-].[Na+].P([O-])([O-])([O-])=O.C(OCC)C>C(O)C>[O:1]1[C:5]2([CH2:10][CH2:9][CH:8]([OH:11])[CH2:7][CH2:6]2)[O:4][CH2:3][CH2:2]1 |f:1.2|. Procedure details: 350 g of 1,4-dioxa-spiro[4.5]decan-8-one were suspended in 2000 ml of ethanol, and 28.1 g of sodium borohydride were added in portions while cooling with an ice bath. After stirring overnight at room temperature, first 750 ml of phosphate buffer (pH 7, Merck-Darmstadt) and then 1000 ml of diethyl ether were added, with stirring, and precipitated solids were filtered and then washed with diethyl ether. The filtrate was dried over sodium sulfate, filtered and concentrated. 345 g of 1,4-dioxa-spiro... Starting materials: CCc1c(C(=O)C(N)=O)c2c(OCC(=O)OC)ncnc2n1Cc1ccccc1-c1ccccc1, CO, Cl, [Na+], [OH-]. Product: CCc1c(C(=O)C(N)=O)c2c(OCC(=O)O)ncnc2n1Cc1ccccc1-c1ccccc1. As a reaction SMILES: [CH3:1][O:2][C:3]([CH2:4][O:5][c:6]1[c:7]2[c:8]([n:9][cH:10][n:11]1)[n:12]([CH2:22][c:23]1[c:24](-[c:29]3[cH:30][cH:31][cH:32][cH:33][cH:34]3)[cH:25][cH:26][cH:27][cH:28]1)[c:13]([CH2:20][CH3:21])[c:14]2[C:15]([C:16](=[O:17])[NH2:18])=[O:19])=[O:35].[CH3:39][OH:40].[ClH:38].[Na+:37].[OH-:36]>>[O:2]=[C:3]([CH2:4][O:5][c:6]1[c:7]2[c:8]([n:9][cH:10][n:11]1)[n:12]([CH2:22][c:23]1[c:24](-[c:29]3[cH:30][cH:31][cH:32][cH:33][cH:34]3)[cH:25][cH:26][cH:27][cH:28]1)[c:13]([CH2:20][CH3:21])[c:14]2[C:15]([C:16](=[O:17])[NH2:18])=[O:19])[OH:35]. The reactants are ClC1=CC=C(C=C1)[N+](=O)[O-] (p-chloro nitrobenzene), CN1CCC(CC1)CO (1-methyl-4-piperidinemethanol), [H-].[Na+] (NaH). Yield: 69.4%. Product: CN1CCC(CC1)COC1=CC=C(C=C1)[N+](=O)[O-] (1-methyl-4-((4-nitrophenoxy)methyl)piperidine). Reaction SMILES: Cl[C:2]1[CH:7]=[CH:6][C:5]([N+:8]([O-:10])=[O:9])=[CH:4][CH:3]=1.[CH3:11][N:12]1[CH2:17][CH2:16][CH:15]([CH2:18][OH:19])[CH2:14][CH2:13]1.[H-].[Na+]>CS(C)=O>[CH3:11][N:12]1[CH2:17][CH2:16][CH:15]([CH2:18][O:19][C:2]2[CH:7]=[CH:6][C:5]([N+:8]([O-:10])=[O:9])=[CH:4][CH:3]=2)[CH2:14][CH2:13]1 |f:2.3|. Solvent: CS(=O)C (DMSO). Reported procedure: To a mixture of p-chloro nitrobenzene (6.0 g, 38 mmol) and 1-methyl-4-piperidinemethanol (4.91 g, 38 mmol) in anhydrous DMSO (60 mL) was added NaH (1.82 g, 45.6 mmol) in small portions at room temperature under N2-atmosphere. After the addition was complete the reaction mixture was warmed at 40° C. and stirred for another 2 h. The reaction was quenched with water, and the product was extracted with EtOAc. The organic layer was washed with brine and dried over Na2SO4. The crude product was recrys... Reaction conditions: temperature 40 celsius, time 2 hour. Reactants: BrC1=CC=CC2=C1OC1(CCCCC1)C1=NC(=NC=C12)N (7-(bromo)spiro[chromeno[3,4-d]pyrimidine-5,1′-cyclohexan]-3-amine), N1[C@@H](CCC1)C(=O)O ((S)-pyrrolidine-2-carboxylic acid), CS(=O)[O-].[Na+] (sodium methanesulfinate), [OH-].[Na+] (sodium hydroxide). Reagents/catalysts: [Cu]I (Copper (I) iodide). Solvent: CS(=O)C (DMSO). Run at temperature 100 celsius. Product: CS(=O)(=O)C1=CC=CC2=C1OC1(CCCCC1)C1=NC(=NC=C12)N (7-(Methylsulfonyl)spiro[chromeno[3,4-d]pyrimidine-5,1′-cyclohexan]-3-amine). Isolated yield 12.1%. As a reaction SMILES: Br[C:2]1[C:7]2[O:8][C:9]3([C:15]4[C:20]([C:6]=2[CH:5]=[CH:4][CH:3]=1)=[CH:19][N:18]=[C:17]([NH2:21])[N:16]=4)[CH2:14][CH2:13][CH2:12][CH2:11][CH2:10]3.N1CCC[C@H]1C(O)=O.[CH3:30][S:31]([O-:33])=[O:32].[Na+].[OH-].[Na+]>CS(C)=O.[Cu]I>[CH3:30][S:31]([C:2]1[C:7]2[O:8][C:9]3([C:15]4[C:20]([C:6]=2[CH:5]=[CH:4][CH:3]=1)=[CH:19][N:18]=[C:17]([NH2:21])[N:16]=4)[CH2:14][CH2:13][CH2:12][CH2:11][CH2:10]3)(=[O:33])=[O:32] |f:2.3,4.5|. Procedure: Copper (I) iodide (28 mg, 0.15 mmol, 0.4 eq) was added to a degassed solution of 7-bromospiro[chromeno[3,4-d]pyrimidine-5,1′-cyclohexan]-3-amine (44) (0.126 g, 0.36 mmol), (S)-pyrrolidine-2-carboxylic acid (0.034 g, 0.29 mmol), sodium methanesulfinate (0.074 g, 0.73 mmol) and sodium hydroxide (0.015 g, 0.36 mmol) in DMSO (1 mL) under Argon. The mixture was heated at 100° C., for 4 days. After workup, chromatography on silica gel afforded 15 mg of 7-(methylsulfonyl)spiro[chromeno[3,4-d]pyrimidine... Reported procedure: Potassium cyanate (7.61 g) was dissolved in 350 ml of water, and 2-(chloromethyl)-2-methyloxirane was slowly added (5.00 g). The solution was stirred overnight (15 h) at reflux. The reaction mixture was then extracted while still moderately warm with ethyl acetate (5×200 ml). The combined organic layers were dried over sodium sulfate and concentrated in vacuo to provide the title compound an off-white solid (3.32 g, 47%). Mass spectrum (ESI) 150.0 (M+1). 1H NMR (500 MHz, CDCl3): δ 5.23 (bs, 1H),... RXN SMILES: [O-:1][C:2]#[N:3].[K+].[Cl:5][CH2:6][C:7]1([CH3:10])[CH2:9][O:8]1>O>[Cl:5][CH2:6][C:7]1([CH3:10])[O:8][C:2](=[O:1])[NH:3][CH2:9]1 |f:0.1|. Starting materials: [O-]C#N.[K+] (Potassium cyanate), ClCC1(OC1)C (2-(chloromethyl)-2-methyloxirane). The yield is 47.0%. Run at time 15 hour. Solvent: O (water). The product is ClCC1(CNC(O1)=O)C (5-(Chloromethyl)-5-methyl-1,3-oxazolidin-2-one), solid. Isolated yield 36.0%. RXN SMILES: Br[C:2]1[CH:7]=[CH:6][CH:5]=[CH:4][C:3]=1[CH3:8].[CH2:9]([NH:13][CH2:14][CH2:15][CH2:16][CH3:17])[CH2:10][CH2:11][CH3:12].CC(C)([O-])C.[Na+]>>[CH2:9]([N:13]([CH2:14][CH2:15][CH2:16][CH3:17])[C:2]1[CH:7]=[CH:6][CH:5]=[CH:4][C:3]=1[CH3:8])[CH2:10][CH2:11][CH3:12] |f:2.3|. Reactants: BrC1=C(C=CC=C1)C (2-bromotoluene), C(CCC)NCCCC (N,N-di-n-butylamine), CC(C)([O-])C.[Na+] (sodium tert-butoxide). The product is C(CCC)N(C1=C(C=CC=C1)C)CCCC (N,N-dibutyl-2-methylaniline). Reported procedure: According to the general procedure B, 2-bromotoluene (171 mg, 1.00 mmol) reacted with N,N-di-n-butylamine (129 mg, 1.00 mmol) using 1 mol % of catalyst and sodium tert-butoxide (115 mg, 1.20 mmol) at 60° C. to give the title compound (79 mg, 37%) as an oil: 1H-NMR (300 MHz, CDCl3): δ 7.20-7.08 (m, 3H), 6.98 (app.t, 1H), 2.94 (t, 4H), 1.41 (m, 4H), 1.27 (m, 4H), 0.88 (t, 6H). GC/MS (EI): m/z 219 (M+). Starting materials: CC(O)c1ccncc1Br, N#Cc1ccc(B(O)O)cc1, O=C([O-])[O-], ClCCl, [Na+], [Na+], CN(C)C=O. Yields the product CC(O)c1ccncc1-c1ccc(C#N)cc1. Reaction SMILES: [Br:12][c:13]1[cH:14][n:15][cH:16][cH:17][c:18]1[CH:19]([CH3:20])[OH:21].[C:1](#[N:2])[c:3]1[cH:4][cH:5][c:6]([B:9]([OH:10])[OH:11])[cH:7][cH:8]1.[C:25](=[O:26])([O-:27])[O-:28].[Cl:22][CH2:23][Cl:24].[Na+:29].[Na+:30].[O:31]=[CH:32][N:33]([CH3:34])[CH3:35]>>[C:1](#[N:2])[c:3]1[cH:4][cH:5][c:6](-[c:13]2[cH:14][n:15][cH:16][cH:17][c:18]2[CH:19]([CH3:20])[OH:21])[cH:7][cH:8]1.